Dataset: the Open Reaction Database (ORD), a public repository of structured organic reaction records. Task: describe an organic reaction: reactants, conditions, products, and yield Reactants: CNC(NN)=S (4-methylthiosemicarbazid), FC1=CC=C(C(=O)Cl)C=C1 (4-fluorobenzoyl chloride). Solvent: N1=CC=CC=C1 (pyridine). Product: FC1=CC=C(C=C1)C=1N(C(NN1)=S)C (5-(4-fluorophenyl)-4-methyl-2,4-dihydro-3H-1,2,4-triazole-3-thione). RXN SMILES: [CH3:1][NH:2][C:3](=[S:6])[NH:4][NH2:5].[F:7][C:8]1[CH:16]=[CH:15][C:11]([C:12](Cl)=O)=[CH:10][CH:9]=1>N1C=CC=CC=1>[F:7][C:8]1[CH:16]=[CH:15][C:11]([C:12]2[N:2]([CH3:1])[C:3](=[S:6])[NH:4][N:5]=2)=[CH:10][CH:9]=1. Reported procedure: To 4-methylthiosemicarbazid (4.24 g, 40.30 mmol) in pyridine (50 ml) was added dropwise 4-fluorobenzoyl chloride (4.9 ml, 40.00 mmol) and the resulting mixture was stirred at r.t. o.n. The pyridine was removed by evaporation and the residue was heated in aq. sat. NaHCO3 at reflux o.n. After cooling to r.t., the product was collected by filtration, washed with water and dried under vacuum to give 3.22 g (38%) which was used in the next step without further purification. 1H NMR: 3.9 (m, 3 H) 6.98 ...